Dataset: the Open Reaction Database (ORD), a public repository of structured organic reaction records. Task: describe an organic reaction: reactants, conditions, products, and yield Reactants: [Si](C)(C)(C(C)(C)C)[C@@]1(C[C@@H](O[C@@H]1CO)N1C(=O)NC(=O)C(C)=C1)O (3'-(t-butyldimethylsilyl)thymidine), C(C)(C)N(CC)C(C)C (diisopropylehtylamine), C(#N)CCOP(N(C(C)C)C(C)C)Cl (2-cyanoethyl-N,N-diisopropylchlorophosphoramidite), C(C)(=O)OCC (ethyl acetate). The solvent is C(Cl)Cl (methylene chloride). Reaction conditions: time 30 minute. Yields the product triethylamine ethyl acetate-hexanes, C(#N)CCP(O)(N(C(C)C)C(C)C)OC[C@@H]1[C@](C[C@@H](O1)N1C(=O)NC(=O)C(C)=C1)(O)[Si](C)(C)C(C)(C)C (3'-(t-butyldimethylsilyl)thymidine 5'-O-(2-cyanoethyl-N,N-diisopropylphosphoramidite)). RXN SMILES: [Si:1]([C@@:8]1([OH:24])[C@@H:12]([CH2:13][OH:14])[O:11][C@@H:10]([N:15]2[CH:23]=[C:21]([CH3:22])[C:19](=[O:20])[NH:18][C:16]2=[O:17])[CH2:9]1)([C:4]([CH3:7])([CH3:6])[CH3:5])([CH3:3])[CH3:2].[CH:25]([N:28](C(C)C)CC)(C)C.C(CC[O:38][P:39](Cl)[N:40]([CH:44]([CH3:46])[CH3:45])[CH:41]([CH3:43])[CH3:42])#N.C(O[CH2:52][CH3:53])(=O)C>C(Cl)Cl>[C:25]([CH2:52][CH2:53][PH:39]([O:14][CH2:13][C@H:12]1[O:11][C@@H:10]([N:15]2[CH:23]=[C:21]([CH3:22])[C:19](=[O:20])[NH:18][C:16]2=[O:17])[CH2:9][C@:8]1([Si:1]([C:4]([CH3:7])([CH3:5])[CH3:6])([CH3:2])[CH3:3])[OH:24])([N:40]([CH:41]([CH3:42])[CH3:43])[CH:44]([CH3:45])[CH3:46])[OH:38])#[N:28]. Procedure details: To a solution of 3'-(t-butyldimethylsilyl)thymidine (1.10 g, 3.09 mmol) and diisopropylehtylamine (1.40 mL, 6.18 mmol) in anhydrous methylene chloride at 0° C. under argon was added dropwise 2-cyanoethyl-N,N-diisopropylchlorophosphoramidite (2.15 mL, 12.36 mmol). The resulting solution was stirred at room temperature for 30 min, diluted at 0° C. with ethyl acetate, washed with cold 5% sodium bicarbonate twice, dried over sodium sulfate, and concentrated to dryness at 25° C. Chromatography on sil... Reactants: FC1=CC=C(C#N)C=C1 (4-fluorobenzonitrile), OC1=CC=C(C=C1)N1CCNCC1 (1-(4-hydroxyphenyl)piperazine), C([O-])([O-])=O.[Li+].[Li+] (lithium carbonate), FC1=CC=C(C#N)C=C1 (4-fluorobenzonitrile). Solvent: CS(=O)C (dimethyl sulfoxide). Conditions: temperature 80 celsius. The product is C(#N)C1=CC=C(C=C1)N1CCN(CC1)C1=CC=C(C=C1)O (4-[4-(4-cyanophenyl)-1-piperazinyl]phenol). Yield: 79.0%. As a reaction SMILES: [OH:1][C:2]1[CH:7]=[CH:6][C:5]([N:8]2[CH2:13][CH2:12][NH:11][CH2:10][CH2:9]2)=[CH:4][CH:3]=1.C(=O)([O-])[O-].[Li+].[Li+].F[C:21]1[CH:28]=[CH:27][C:24]([C:25]#[N:26])=[CH:23][CH:22]=1>CS(C)=O>[C:25]([C:24]1[CH:27]=[CH:28][C:21]([N:11]2[CH2:12][CH2:13][N:8]([C:5]3[CH:4]=[CH:3][C:2]([OH:1])=[CH:7][CH:6]=3)[CH2:9][CH2:10]2)=[CH:22][CH:23]=1)#[N:26] |f:1.2.3|. Procedure details: 15.1 g of 1-(4-hydroxyphenyl)piperazine, 9.4 g of lithium carbonate and 10.4 g of 4-fluorobenzonitrile in 250 ml of dimethyl sulfoxide were reacted at 80° C. for 4 hours under a nitrogen atmosphere. After fresh addition of 3.0 g of 4-fluorobenzonitrile, the mixture was heated at 80° C. for a further 4 hours and the precipitated product was filtered out with suction after cooling the reaction mixture. To separate the co-precipitated lithium carbonate, the crude product was then stirred with aqueo... Reactants: C(C=C)OC(C(=O)OCC=C)OCC=C (allyl diallyloxyacetate), [OH-].[Na+] (sodium hydroxide). Solvent: C1(=CC=CC=C1)C (toluene), O (water). Conditions: temperature 30 celsius, time 30 minute. Product: C(C=C)OC(C(=O)[O-])OCC=C.[Na+] (sodium diallyloxyacetate). RXN SMILES: [CH2:1]([O:4][CH:5]([O:12][CH2:13][CH:14]=[CH2:15])[C:6]([O:8]CC=C)=[O:7])[CH:2]=[CH2:3].[OH-].[Na+:17]>C1(C)C=CC=CC=1.O>[CH2:13]([O:12][CH:5]([O:4][CH2:1][CH:2]=[CH2:3])[C:6]([O-:8])=[O:7])[CH:14]=[CH2:15].[Na+:17] |f:1.2,5.6|. Procedure details: 21.2 g (0.1 mole) of allyl diallyloxyacetate is dissolved in 42 g of toluene then 3.92 g (98 mmoles) of sodium hydroxide dissolved in 50 g of water is introduced into this solution. This bipbase reaction medium is agitated vigorously for 30 minutes at 30° C., then decanted and the aqueous phase is collected and subjected to a vacuum distillation to eliminate the freed allyl alcohol by azeotropic distillation. The aqueous phase is then poured into acetone to precipitate the expected sodium dially... Reaction SMILES: [C:15]1(=[O:22])[CH2:16][CH2:17][CH2:18][CH2:19][CH2:20][CH2:21]1.[CH2:25]1[O:26][CH2:27][CH2:28][CH2:29]1.[CH3:1][CH2:2][CH2:3][CH2:4][Li:5].[CH3:23][I:24].[CH:6]([N:7]([CH2:8][CH3:9])[CH:10]([CH3:11])[CH3:12])([CH3:13])[CH3:14]>>[CH3:1][CH:16]1[C:15](=[O:22])[CH2:21][CH2:20][CH2:19][CH2:18][CH2:17]1. Reactants: O=C1CCCCCC1, C1CCOC1, [Li]CCCC, CI, CCN(C(C)C)C(C)C. The product is CC1CCCCCC1=O. Reactants: ClCCl, CC(Cl)Cl, Nc1ncnn2cc(CO)c(-c3ccc(NC(=O)Nc4cc(C(F)(F)F)ccn4)c(F)c3)c12, O=S(Cl)Cl. Product: Cc1cn2ncnc(N)c2c1-c1ccc(NC(=O)Nc2cc(C(F)(F)F)ccn2)c(F)c1. Reaction SMILES: [Cl:38][CH2:39][Cl:40].[Cl:41][CH:42]([Cl:43])[CH3:44].[NH2:1][c:2]1[n:3][cH:4][n:5][n:6]2[c:7]1[c:8](-[c:13]1[cH:14][c:15]([F:33])[c:16]([NH:19][C:20](=[O:21])[NH:22][c:23]3[n:24][cH:25][cH:26][c:27]([C:29]([F:30])([F:31])[F:32])[cH:28]3)[cH:17][cH:18]1)[c:9]([CH2:11][OH:12])[cH:10]2.[S:34]([Cl:35])([Cl:36])=[O:37]>>[NH2:1][c:2]1[n:3][cH:4][n:5][n:6]2[c:7]1[c:8](-[c:13]1[cH:14][c:15]([F:33])[c:16]([NH:19][C:20](=[O:21])[NH:22][c:23]3[n:24][cH:25][cH:26][c:27]([C:29]([F:30])([F:31])[F:32])[cH:28]3)[cH:17][cH:18]1)[c:9]([CH3:11])[cH:10]2.